Task: describe an organic reaction: reactants, conditions, products, and yield. Dataset: the Open Reaction Database (ORD), a public repository of structured organic reaction records Starting materials: C(CC(O)(C(=O)O)CC(=O)O)(=O)O (citric acid), BrC1=CC(=C(C(=O)OC(C)(C)C)C=C1)NC1=CC=C(C=C1)F (tert-butyl 4-bromo-2-(4-fluoroanilino)benzoate), COC=1C=C(C=C)C=CC1OC (3,4-dimethoxystyrene), C(CCC)N(CCCC)CCCC (tributylamine), F[B-](F)(F)F.C(C)(C)(C)P(C(C)(C)C)C(C)(C)C (tri-tert-butylphosphine tetrafluoroborate), F[B-](F)(F)F.C(C)(C)(C)P(C(C)(C)C)C(C)(C)C (tri-tert-butylphosphine tetrafluoroborate). The reagents and catalysts are C(C)(=O)[O-].[Pd+2].C(C)(=O)[O-] (palladium acetate), C(C)(=O)[O-].[Pd+2].C(C)(=O)[O-] (Palladium acetate). Run in C(C)(=O)OCC (ethyl acetate), CN(C(C)=O)C (N,N-dimethylacetamide). Reaction conditions: temperature 120 celsius, time 2 hour. Product: COC=1C=C(C=CC1OC)/C=C/C1=CC(=C(C(=O)OC(C)(C)C)C=C1)NC1=CC=C(C=C1)F (tert-butyl 4-((E)-2-(3,4-dimethoxyphenyl)vinyl)-2-(4-fluoroanilino)benzoate). As a reaction SMILES: Br[C:2]1[CH:14]=[CH:13][C:5]([C:6]([O:8][C:9]([CH3:12])([CH3:11])[CH3:10])=[O:7])=[C:4]([NH:15][C:16]2[CH:21]=[CH:20][C:19]([F:22])=[CH:18][CH:17]=2)[CH:3]=1.[CH3:23][O:24][C:25]1[CH:26]=[C:27]([CH:30]=[CH:31][C:32]=1[O:33][CH3:34])[CH:28]=[CH2:29].C(N(CCCC)CCCC)CCC.F[B-](F)(F)F.C(P(C(C)(C)C)C(C)(C)C)(C)(C)C.C(O)(=O)CC(CC(O)=O)(C(O)=O)O>C([O-])(=O)C.[Pd+2].C([O-])(=O)C.C(OCC)(=O)C.CN(C)C(=O)C>[CH3:23][O:24][C:25]1[CH:26]=[C:27](/[CH:28]=[CH:29]/[C:2]2[CH:14]=[CH:13][C:5]([C:6]([O:8][C:9]([CH3:12])([CH3:11])[CH3:10])=[O:7])=[C:4]([NH:15][C:16]3[CH:21]=[CH:20][C:19]([F:22])=[CH:18][CH:17]=3)[CH:3]=2)[CH:30]=[CH:31][C:32]=1[O:33][CH3:34] |f:3.4,6.7.8|. Procedure: To N,N-dimethylacetamide 2.0 mL solution of tert-butyl 4-bromo-2-(4-fluoroanilino)benzoate 0.10 g were added 3,4-dimethoxystyrene 0.081 mL, tributylamine 0.13 mL, palladium acetate 3.0 mg and tri-tert-butylphosphine tetrafluoroborate 2.0 mg at room temperature, and it was stirred under nitrogen atmosphere at 120° C. for 2 hours. Palladium acetate 3.0 mg and tri-tert-butylphosphine tetrafluoroborate 2.0 mg were added to it, and it was stirred at 120° C. for 2 hours. After the reaction mixture was...